Dataset: the Open Reaction Database (ORD), a public repository of structured organic reaction records. Task: describe an organic reaction: reactants, conditions, products, and yield Reactants: C[Si](C)(C)[SiH]([Si](C)(C)C)[Si](C)(C)C (tris(trimethylsilyl)silane), C(C)(C)(C)OC(=O)N1CCC(CC1)C1=NC(=C(C(=C1N)Br)Cl)C(F)(F)F (3-amino-4-bromo-5-chloro-6-trifluoromethyl-3′,4′,5′,6′-tetrahydro-2′H-[2,4′]bipyridinyl-1′-carboxylic acid tert-butyl ester), C[Si](C)(C)[SiH]([Si](C)(C)C)[Si](C)(C)C (tris(trimethylsilyl)-silane), N(=NC(C#N)(C)C)C(C#N)(C)C (2,2′-azobis(2-methylpropionitrile)), O (water). The reagents and catalysts are N(=NC(C#N)(C)C)C(C#N)(C)C (2,2′-azobis(2-methylpropionitrile)). Run in C1(=CC=CC=C1)C (toluene). Reaction conditions: temperature 85 celsius. The product is C(C)(C)(C)OC(=O)N1CCC(CC1)C1=NC(=C(C=C1N)Cl)C(F)(F)F (3-amino-5-chloro-6-trifluoromethyl-3′,4′,5′,6′-tetrahydro-2′H-[2,4′]bipyridinyl-1′-carboxylic acid tert-butyl ester). Isolated yield 96.6%. RXN SMILES: [C:1]([O:5][C:6]([N:8]1[CH2:13][CH2:12][CH:11]([C:14]2[C:19]([NH2:20])=[C:18](Br)[C:17]([Cl:22])=[C:16]([C:23]([F:26])([F:25])[F:24])[N:15]=2)[CH2:10][CH2:9]1)=[O:7])([CH3:4])([CH3:3])[CH3:2].C[Si]([SiH]([Si](C)(C)C)[Si](C)(C)C)(C)C.N(C(C)(C)C#N)=NC(C)(C)C#N.O>C1(C)C=CC=CC=1.N(C(C)(C)C#N)=NC(C)(C)C#N>[C:1]([O:5][C:6]([N:8]1[CH2:13][CH2:12][CH:11]([C:14]2[C:19]([NH2:20])=[CH:18][C:17]([Cl:22])=[C:16]([C:23]([F:24])([F:25])[F:26])[N:15]=2)[CH2:10][CH2:9]1)=[O:7])([CH3:4])([CH3:2])[CH3:3]. Reported procedure: A solution of the compound obtained in Step B (0.2 g), tris(trimethylsilyl)-silane (0.16 ml), and 2,2′-azobis(2-methylpropionitrile) (10 mg) in toluene (10 ml) was stirred at 85° C. for 2 hours under a nitrogen atmosphere. More tris(trimethylsilyl)silane (0.3 ml) and more 2,2′-azobis(2-methylpropionitrile) (5 mg) were then added and the reaction mixture was heated to 85° C. for 16 hours. The reaction mixture was cooled to ambient temperature, poured into water, extracted with ethyl acetate, drie... Conditions: time 2 hour. The solvent is CO (methanol). The yield is 49.4%. RXN SMILES: Cl.CO.[Si]([O:11][CH:12]([CH3:43])[CH2:13][CH:14]([N:23]1[CH:28]=[CH:27][C:26]([C:29]2[CH:34]=[CH:33][N:32]=[C:31]([NH:35][CH:36]3[CH2:41][CH2:40][O:39][CH2:38][CH2:37]3)[N:30]=2)=[CH:25][C:24]1=[O:42])[C:15]1[CH:20]=[CH:19][C:18]([Cl:21])=[C:17]([F:22])[CH:16]=1)(C(C)(C)C)(C)C.C([O-])(O)=O.[Na+]>CO>[Cl:21][C:18]1[CH:19]=[CH:20][C:15]([CH:14]([N:23]2[CH:28]=[CH:27][C:26]([C:29]3[CH:34]=[CH:33][N:32]=[C:31]([NH:35][CH:36]4[CH2:41][CH2:40][O:39][CH2:38][CH2:37]4)[N:30]=3)=[CH:25][C:24]2=[O:42])[CH2:13][CH:12]([OH:11])[CH3:43])=[CH:16][C:17]=1[F:22] |f:0.1,3.4|. Procedure details: HCl/methanol (3N, 1.0 mL) was added at 5° C. to a solution of 1-(3-(tert-butyldimethylsilyloxy)-1-(4-chloro-3-fluorophenyl)butyl)-4-(2-((tetrahydro-2H-pyran-4-yl)amino)pyrimidin-4-yl)pyridin-2(1H)-one (90.0 mg, 0.154 mmol) in methanol (3.0 mL). After being stirred at room temperature for 2 hours, the reaction mixture was adjusted to pH around 8-9 with saturated NaHCO3, extracted with dichloromethane, dried over Na2SO4 and concentrated. The residue was purified with prep-HPLC to afford 1-(1-(4-ch... The reactants are Cl.CO (HCl methanol), [Si](C)(C)(C(C)(C)C)OC(CC(C1=CC(=C(C=C1)Cl)F)N1C(C=C(C=C1)C1=NC(=NC=C1)NC1CCOCC1)=O)C (1-(3-(tert-butyldimethylsilyloxy)-1-(4-chloro-3-fluorophenyl)butyl)-4-(2-((tetrahydro-2H-pyran-4-yl)amino)pyrimidin-4-yl)pyridin-2(1H)-one), C(=O)(O)[O-].[Na+] (NaHCO3). The product is ClC1=C(C=C(C=C1)C(CC(C)O)N1C(C=C(C=C1)C1=NC(=NC=C1)NC1CCOCC1)=O)F (1-(1-(4-chloro-3-fluorophenyl)-3-hydroxybutyl)-4-(2-((tetrahydro-2H-pyran-4-yl)amino)pyrimidin-4-yl)pyridin-2(1H)-one).